Dataset: the Open Reaction Database (ORD), a public repository of structured organic reaction records. Task: describe an organic reaction: reactants, conditions, products, and yield The reactants are C(C)(=O)O[C@H]1[C@H](OC=2C=NC=C(C2)Br)SC[C@H]([C@@H]1OC(C)=O)OC(C)=O (5-bromo-3-pyridinyl 2,3,4-tri-O-acetyl-5-thio-β-D-xylopyranoside), FC1=C(C(=CC(=C1)OC)F)B(O)O (2,6-difluoro-4-methoxyphenylboronic acid). Yields the product C(C)(=O)O[C@H]1[C@H](OC=2C=NC=C(C2)C2=C(C=C(C=C2F)OC)F)SC[C@H]([C@@H]1OC(C)=O)OC(C)=O (5-(2,6-difluoro-4-methoxyphenyl)-3-pyridinyl 2,3,4-tri-O-acetyl-5-thio-β-D-xylopyranoside), solid. Isolated yield 30.0%. RXN SMILES: [C:1]([O:4][C@@H:5]1[C@@H:18]([O:19][C:20](=[O:22])[CH3:21])[C@H:17]([O:23][C:24](=[O:26])[CH3:25])[CH2:16][S:15][C@H:6]1[O:7][C:8]1[CH:9]=[N:10][CH:11]=[C:12](Br)[CH:13]=1)(=[O:3])[CH3:2].[F:27][C:28]1[CH:33]=[C:32]([O:34][CH3:35])[CH:31]=[C:30]([F:36])[C:29]=1B(O)O>>[C:1]([O:4][C@@H:5]1[C@@H:18]([O:19][C:20](=[O:22])[CH3:21])[C@H:17]([O:23][C:24](=[O:26])[CH3:25])[CH2:16][S:15][C@H:6]1[O:7][C:8]1[CH:9]=[N:10][CH:11]=[C:12]([C:29]2[C:28]([F:27])=[CH:33][C:32]([O:34][CH3:35])=[CH:31][C:30]=2[F:36])[CH:13]=1)(=[O:3])[CH3:2]. Reported procedure: By following a procedure analogous to Example 27 starting from 5-bromo-3-pyridinyl 2,3,4-tri-O-acetyl-5-thio-β-D-xylopyranoside and 2,6-difluoro-4-methoxyphenylboronic acid, 5-(2,6-difluoro-4-methoxyphenyl)-3-pyridinyl 2,3,4-tri-O-acetyl-5-thio-β-D-xylopyranoside is obtained in the form of a white solid (yield=30%).